Task: describe an organic reaction: reactants, conditions, products, and yield. Dataset: the Open Reaction Database (ORD), a public repository of structured organic reaction records The reactants are CCOC(=O)Cc1c(C(=O)O)c(C)c(C(=O)c2ccc(C)cc2)n1C, O=[Cr]([O-])[O-], [Cu+2], c1ccc2ncccc2c1. The product is CCOC(=O)Cc1cc(C)c(C(=O)c2ccc(C)cc2)n1C. RXN SMILES: [C:1]([OH:2])(=[O:3])[c:4]1[c:5]([CH2:20][C:21](=[O:22])[O:23][CH2:24][CH3:25])[n:6]([CH3:19])[c:7]([C:10](=[O:11])[c:12]2[cH:13][cH:14][c:15]([CH3:18])[cH:16][cH:17]2)[c:8]1[CH3:9].[Cr:36]([O-:37])([O-:38])=[O:39].[Cu+2:40].[cH:26]1[cH:27][c:28]2[c:29]([n:30][cH:31][cH:32][cH:33]2)[cH:34][cH:35]1>>[cH:4]1[c:5]([CH2:20][C:21](=[O:22])[O:23][CH2:24][CH3:25])[n:6]([CH3:19])[c:7]([C:10](=[O:11])[c:12]2[cH:13][cH:14][c:15]([CH3:18])[cH:16][cH:17]2)[c:8]1[CH3:9]. The reactants are C(C)(C)(C)OC(=O)N1C[C@H]([C@H](CC1)C1=CC2=C(C3=NC(=CN3CCO2)C=2N(N=C(N2)C)C(C)C)C=C1)OC(CCl)=O (racemic-cis-3-(2-chloro-acetoxy)-4-[2-(2-isopropyl-5-methyl-2H-[1,2,4]triazol-3-yl)-4,5-dihydro-6-oxa-1,3a-diaza-benzo[e]azulen-8-yl]-piperidine-1-carboxylic acid tert-butyl ester), [OH-].[Na+] (sodium hydroxide). The solvent is O1CCOCC1 (dioxane). Run at temperature 50 celsius. Product: C(C)(C)(C)OC(=O)N1C[C@H]([C@H](CC1)C1=CC2=C(C3=NC(=CN3CCO2)C=2N(N=C(N2)C)C(C)C)C=C1)O (racemic-cis-3-Hydroxy-4-[2-(2-isopropyl-5-methyl-2H-[1,2,4]triazol-3-yl)-4,5-dihydro-6-oxa-1,3a-diaza-benzo[e]azulen-8-yl]-piperidine-1-carboxylic acid tert-butyl ester). The yield is 6.6%. Reaction SMILES: [C:1]([O:5][C:6]([N:8]1[CH2:13][CH2:12][C@H:11]([C:14]2[CH:36]=[CH:35][C:17]3[C:18]4[N:22]([CH2:23][CH2:24][O:25][C:16]=3[CH:15]=2)[CH:21]=[C:20]([C:26]2[N:27]([CH:32]([CH3:34])[CH3:33])[N:28]=[C:29]([CH3:31])[N:30]=2)[N:19]=4)[C@H:10]([O:37]C(=O)CCl)[CH2:9]1)=[O:7])([CH3:4])([CH3:3])[CH3:2].[OH-].[Na+]>O1CCOCC1>[C:1]([O:5][C:6]([N:8]1[CH2:13][CH2:12][C@H:11]([C:14]2[CH:36]=[CH:35][C:17]3[C:18]4[N:22]([CH2:23][CH2:24][O:25][C:16]=3[CH:15]=2)[CH:21]=[C:20]([C:26]2[N:27]([CH:32]([CH3:33])[CH3:34])[N:28]=[C:29]([CH3:31])[N:30]=2)[N:19]=4)[C@H:10]([OH:37])[CH2:9]1)=[O:7])([CH3:2])([CH3:4])[CH3:3] |f:1.2|. Reported procedure: A solution of impure racemic-cis-3-(2-chloro-acetoxy)-4-[2-(2-isopropyl-5-methyl-2H-[1,2,4]triazol-3-yl)-4,5-dihydro-6-oxa-1,3a-diaza-benzo[e]azulen-8-yl]-piperidine-1-carboxylic acid tert-butyl ester (0.297 g) in dioxane (5 mL) was stirred with aqueous sodium hydroxide (1M, 4.2 mL) at room temperature for 16 h, followed by heating at 50° C. for approx. 24 h. The cooled mixture was extracted three times with ethyl acetate, the combined organic extracts were dried (Na2SO4), filtered and concentra...